describe an organic reaction: reactants, conditions, products, and yield From a dataset of the Open Reaction Database (ORD), a public repository of structured organic reaction records. Reactants: Cn1ccc([Sn](C)(C)C)cc1=O, Cc1ccccc1, COc1cnc2c(Sc3ccc(Nc4nnc(Cl)c5ccccc45)cc3)ccnc2c1. Reaction SMILES: [CH3:32][n:33]1[c:34](=[O:43])[cH:35][c:36]([Sn:39]([CH3:40])([CH3:41])[CH3:42])[cH:37][cH:38]1.[CH3:44][c:45]1[cH:46][cH:47][cH:48][cH:49][cH:50]1.[Cl:1][c:2]1[n:3][n:4][c:5]([NH:12][c:13]2[cH:14][cH:15][c:16]([S:19][c:20]3[cH:21][cH:22][n:23][c:24]4[cH:25][c:26]([O:30][CH3:31])[cH:27][n:28][c:29]34)[cH:17][cH:18]2)[c:6]2[cH:7][cH:8][cH:9][cH:10][c:11]12>>[c:2]1(-[c:36]2[cH:35][c:34](=[O:43])[n:33]([CH3:32])[cH:38][cH:37]2)[n:3][n:4][c:5]([NH:12][c:13]2[cH:14][cH:15][c:16]([S:19][c:20]3[cH:21][cH:22][n:23][c:24]4[cH:25][c:26]([O:30][CH3:31])[cH:27][n:28][c:29]34)[cH:17][cH:18]2)[c:6]2[cH:7][cH:8][cH:9][cH:10][c:11]12. Product: COc1cnc2c(Sc3ccc(Nc4nnc(-c5ccn(C)c(=O)c5)c5ccccc45)cc3)ccnc2c1. Product: CC1(C=CC2=CC=CC=C12)C(=O)OC (methyl 1-methyl-1H-indene-1-carboxylate). RXN SMILES: [CH3:1][CH:2]1[C:10]2[C:5](=[CH:6][CH:7]=[CH:8][CH:9]=2)[CH:4]=[CH:3]1.C([Li])CCC.CCCCCC.Cl[C:23]([O:25][CH3:26])=[O:24].Cl>CCOCC.CC(O)C.CC(O)C.CC(O)C.CC(O)C.[Ti].C(OCC)(=O)C>[CH3:1][C:2]1([C:23]([O:25][CH3:26])=[O:24])[C:10]2[C:5](=[CH:6][CH:7]=[CH:8][CH:9]=2)[CH:4]=[CH:3]1 |f:1.2,6.7.8.9.10|. Run at time 30 minute. Run in CCOCC (ether), C(C)(=O)OCC (ethyl acetate). The reactants are CC1C=CC2=CC=CC=C12 (1-methyl-1H-indene), C(CCC)[Li].CCCCCC (n-butyllithium hexane), Cl (hydrochloric acid), ClC(=O)OC (methyl chloroformate). Reported procedure: To a solution of 3.4 g of 1-methyl-1H-indene in 136 ml of ether was added 16.2 ml of a 1.62 M n-butyllithium/hexane solution at −78° C., followed by stirring at room temperature for 30 minutes. To the reaction mixture were added 15.5 ml of tetra-iso-propyl titanate and 2.41 ml of methyl chloroformate at −78° C., followed by stirring at −78° C. for 2 hours. To the reaction mixture were added 1 M hydrochloric acid and ethyl acetate to carry out a layer separation operation, followed by drying over... The reagents and catalysts are CC(C)O.CC(C)O.CC(C)O.CC(C)O.[Ti] (tetra-iso-propyl titanate). Reactants: CCN(CC)C(=O)Cl, COc1c(C)c(C)cc(C)c1Sc1nc[nH]n1, c1ccncc1. The product is CCN(CC)C(=O)n1cnc(Sc2c(C)cc(C)c(C)c2OC)n1. Reaction SMILES: [CH2:18]([CH3:19])[N:20]([C:21](=[O:22])[Cl:23])[CH2:24][CH3:25].[CH3:1][c:2]1[c:3]([S:12][c:13]2[n:14][nH:15][cH:16][n:17]2)[c:4]([O:10][CH3:11])[c:5]([CH3:9])[c:6]([CH3:8])[cH:7]1.[cH:26]1[cH:27][cH:28][n:29][cH:30][cH:31]1>>[CH3:1][c:2]1[c:3]([S:12][c:13]2[n:14][n:15]([C:21]([N:20]([CH2:18][CH3:19])[CH2:24][CH3:25])=[O:22])[cH:16][n:17]2)[c:4]([O:10][CH3:11])[c:5]([CH3:9])[c:6]([CH3:8])[cH:7]1. Reactants: CC1C(c2ccccc2)OC(=O)N1Cc1cc(C(F)(F)F)ccc1Oc1cc(CC(=O)OCc2ccccc2)ccc1OCc1ccccc1, CO, Cl, [Li+], [OH-]. Yields the product CC1C(c2ccccc2)OC(=O)N1Cc1cc(C(F)(F)F)ccc1Oc1cc(CC(=O)O)ccc1OCc1ccccc1. Reaction SMILES: [CH2:1]([c:2]1[cH:3][cH:4][cH:5][cH:6][cH:7]1)[O:8][C:9]([CH2:10][c:11]1[cH:12][c:13]([O:25][c:26]2[c:27]([CH2:36][N:37]3[C:38](=[O:49])[O:39][CH:40]([c:43]4[cH:44][cH:45][cH:46][cH:47][cH:48]4)[CH:41]3[CH3:42])[cH:28][c:29]([C:32]([F:33])([F:34])[F:35])[cH:30][cH:31]2)[c:14]([O:17][CH2:18][c:19]2[cH:20][cH:21][cH:22][cH:23][cH:24]2)[cH:15][cH:16]1)=[O:50].[CH3:54][OH:55].[ClH:53].[Li+:51].[OH-:52]>>[O:8]=[C:9]([CH2:10][c:11]1[cH:12][c:13]([O:25][c:26]2[c:27]([CH2:36][N:37]3[C:38](=[O:49])[O:39][CH:40]([c:43]4[cH:44][cH:45][cH:46][cH:47][cH:48]4)[CH:41]3[CH3:42])[cH:28][c:29]([C:32]([F:33])([F:34])[F:35])[cH:30][cH:31]2)[c:14]([O:17][CH2:18][c:19]2[cH:20][cH:21][cH:22][cH:23][cH:24]2)[cH:15][cH:16]1)[OH:50].